This data is from the Open Reaction Database (ORD), a public repository of structured organic reaction records. The task is: describe an organic reaction: reactants, conditions, products, and yield Starting materials: C(=O)C1=CC=C(C=C1)C1CCCC=2N1C=NC2 (5-(p-formylphenyl)-5,6,7,8-tetrahydroimidazo[1,5-a]pyridine), N=[N+]=[N-] (hydrazoic acid), S(O)(O)(=O)=O (sulfuric acid). The solvent is C1=CC=CC=C1 (benzene). Conditions: time 2 hour. Product: C(#N)C1=CC=C(C=C1)C1CCCC=2N1C=NC2 (5-(p-Cyanophenyl)-5,6,7,8-tetrahydroimidazo[1,5-a]pyridine). RXN SMILES: [CH:1]([C:3]1[CH:8]=[CH:7][C:6]([CH:9]2[N:14]3[CH:15]=[N:16][CH:17]=[C:13]3[CH2:12][CH2:11][CH2:10]2)=[CH:5][CH:4]=1)=O.[NH:18]=[N+]=[N-].S(=O)(=O)(O)O>C1C=CC=CC=1>[C:1]([C:3]1[CH:8]=[CH:7][C:6]([CH:9]2[N:14]3[CH:15]=[N:16][CH:17]=[C:13]3[CH2:12][CH2:11][CH2:10]2)=[CH:5][CH:4]=1)#[N:18]. Procedure details: A solution of 2.01 g of 5-(p-formylphenyl)-5,6,7,8-tetrahydroimidazo[1,5-a]pyridine and 0.96 g of hydrazoic acid in 30 ml benzene is maintained by external cooling at room temperature, while 0.8 ml of concentrated sulfuric acid is added dropwise. The reaction mixture is stirred for 2 h and neutralized. The organic phase is separated, dried over sodium sulfate and evaporated to yield an oil which is chromatographed on silica gel with ethyl acetate to yield the title compound. The reactants are Cc1ccccc1, CC(C)O, O=[N+]([O-])c1cnc2cccnc2c1NCc1cc(-c2ccc(F)cc2)no1. Yields the product Nc1cnc2cccnc2c1NCc1cc(-c2ccc(F)cc2)no1. RXN SMILES: [CH3:1][c:2]1[cH:3][cH:4][cH:5][cH:6][cH:7]1.[CH:35]([OH:36])([CH3:37])[CH3:38].[F:8][c:9]1[cH:10][cH:11][c:12](-[c:15]2[n:16][o:17][c:18]([CH2:20][NH:21][c:22]3[c:23]([N+:32]([O-:33])=[O:34])[cH:24][n:25][c:26]4[cH:27][cH:28][cH:29][n:30][c:31]34)[cH:19]2)[cH:13][cH:14]1>>[F:8][c:9]1[cH:10][cH:11][c:12](-[c:15]2[n:16][o:17][c:18]([CH2:20][NH:21][c:22]3[c:23]([NH2:32])[cH:24][n:25][c:26]4[cH:27][cH:28][cH:29][n:30][c:31]34)[cH:19]2)[cH:13][cH:14]1.